From a dataset of the Open Reaction Database (ORD), a public repository of structured organic reaction records. describe an organic reaction: reactants, conditions, products, and yield Starting materials: CO, O=C(c1ccc(C2CCCCC2)cc1)N1CC(N2CCN(C(=O)C(F)(F)F)CC2)C1, [K+], [K+], O=C([O-])[O-], O. As a reaction SMILES: [CH3:37][OH:38].[CH:1]1([c:7]2[cH:8][cH:9][c:10]([C:11](=[O:12])[N:13]3[CH2:14][CH:15]([N:17]4[CH2:18][CH2:19][N:20]([C:23](=[O:24])[C:25]([F:26])([F:27])[F:28])[CH2:21][CH2:22]4)[CH2:16]3)[cH:29][cH:30]2)[CH2:2][CH2:3][CH2:4][CH2:5][CH2:6]1.[K+:31].[K+:32].[O-:33][C:34]([O-:35])=[O:36].[OH2:39]>>[CH:1]1([c:7]2[cH:8][cH:9][c:10]([C:11](=[O:12])[N:13]3[CH2:14][CH:15]([N:17]4[CH2:18][CH2:19][NH:20][CH2:21][CH2:22]4)[CH2:16]3)[cH:29][cH:30]2)[CH2:2][CH2:3][CH2:4][CH2:5][CH2:6]1. Yields the product O=C(c1ccc(C2CCCCC2)cc1)N1CC(N2CCNCC2)C1. The reactants are BrC=1C=C(C=CC1)CCCNC(OC(C)(C)C)=O (tert-butyl 3-(3-bromophenyl)propylcarbamate), C(CCC#C)O (4-pentyn-1-ol). The product is OCCCC#CC=1C=C(C=CC1)CCCNC(OC(C)(C)C)=O (tert-butyl 3-(3-(5-hydroxypent-1-ynyl)phenyl)propylcarbamate). Reaction SMILES: Br[C:2]1[CH:3]=[C:4]([CH2:8][CH2:9][CH2:10][NH:11][C:12](=[O:18])[O:13][C:14]([CH3:17])([CH3:16])[CH3:15])[CH:5]=[CH:6][CH:7]=1.[CH2:19]([OH:24])[CH2:20][CH2:21][C:22]#[CH:23]>>[OH:24][CH2:19][CH2:20][CH2:21][C:22]#[C:23][C:2]1[CH:3]=[C:4]([CH2:8][CH2:9][CH2:10][NH:11][C:12](=[O:18])[O:13][C:14]([CH3:17])([CH3:16])[CH3:15])[CH:5]=[CH:6][CH:7]=1. Procedure: Sonogashira reaction of bromide 57 with 4-pentyn-1-ol gave tert-butyl 3-(3-(5-hydroxypent-1-ynyl)phenyl)propylcarbamate as yellow oil. Yield (0.653 g, 59%): 1H NMR (400 MHz, CDCl3) δ 7.17-7.23 (m, 3H), 7.08 (d, J=7.2 Hz, 1H), 4.53 (bs, 1H), 3.83 (t J=6.0 Hz, 2H), 3.10-3.18 (m, 2H), 2.60 (t, J=7.8 Hz, 2H), 2.54 (t, J=7.0 Hz, 2H), 1.83-1.90 (m, 2H), 1.74-1.82 (m, 2H), 1.44 (s, 9H).